Task: describe an organic reaction: reactants, conditions, products, and yield. Dataset: the Open Reaction Database (ORD), a public repository of structured organic reaction records Reactants: COC(C1=CN=C(C(=C1)Br)Cl)=O (5-bromo-6-chloro-nicotinic acid methyl ester), ClC1=CC=C(C=C1)B(O)O (4-chlorophenyl-boronic acid), C([O-])([O-])=O.[Na+].[Na+] (sodiumcarbonate). Solvent: C1(=CC=CC=C1)C (toluene). Run at temperature 90 celsius, time 2 hour. Yields the product COC(C1=CN=C(C(=C1)C1=CC=C(C=C1)Cl)Cl)=O (6-chloro-5-(4-chloro-phenyl)-nicotinic acid methyl ester). Isolated yield 72.0%. As a reaction SMILES: [CH3:1][O:2][C:3](=[O:12])[C:4]1[CH:9]=[C:8](Br)[C:7]([Cl:11])=[N:6][CH:5]=1.[Cl:13][C:14]1[CH:19]=[CH:18][C:17](B(O)O)=[CH:16][CH:15]=1.C(=O)([O-])[O-].[Na+].[Na+]>C1(C)C=CC=CC=1>[CH3:1][O:2][C:3](=[O:12])[C:4]1[CH:9]=[C:8]([C:17]2[CH:18]=[CH:19][C:14]([Cl:13])=[CH:15][CH:16]=2)[C:7]([Cl:11])=[N:6][CH:5]=1 |f:2.3.4|. Procedure details: To a solution of 5-bromo-6-chloro-nicotinic acid methyl ester (10 g, 40 mmol) in toluene (200 mL) was added 4-chlorophenyl-boronic acid (6.4 g, 40 mmol), [1,1′-bis(diphenylphosphino)ferrrocene]dichlorpalladium(II) dichloromethane complex (1.6 g, 2 mmol) and 2 M sodiumcarbonate solution (60 mL). The reaction mixture was stirred for 2 h at 90° C. After cooling, the phases were separated; the aqueous phase was extracted once with ethyl acetate (200 mL), organic phases were washed once with water an...